The task is: describe an organic reaction: reactants, conditions, products, and yield. This data is from the Open Reaction Database (ORD), a public repository of structured organic reaction records. Starting materials: C1(CC1)N1C=C(C(C2=CC(=C(C=C12)N1CCNCC1)[N+](=O)[O-])=O)C(=O)O (1-cyclopropyl-1,4-dihydro-6-nitro-4-oxo-7-(1-piperazinyl)-3-quinolinecarboxylic acid), O (water), C(C=C)(=O)OC (methyl acrylate). Yields the product C1(CC1)N1C=C(C(C2=CC(=C(C=C12)N1CCN(CC1)CCC(=O)OC)[N+](=O)[O-])=O)C(=O)O (1-cyclopropyl-1,4-dihydro-7-[4-(2-methoxycarbonylethyl)-1-piperazinyl]-6-nitro-4-oxo-3-quinolinecarboxylic acid). Yield: 75.1%. As a reaction SMILES: [CH:1]1([N:4]2[C:13]3[C:8](=[CH:9][C:10]([N+:20]([O-:22])=[O:21])=[C:11]([N:14]4[CH2:19][CH2:18][NH:17][CH2:16][CH2:15]4)[CH:12]=3)[C:7](=[O:23])[C:6]([C:24]([OH:26])=[O:25])=[CH:5]2)[CH2:3][CH2:2]1.[C:27]([O:31][CH3:32])(=[O:30])[CH:28]=[CH2:29].O>COCCO.CS(C)=O>[CH:1]1([N:4]2[C:13]3[C:8](=[CH:9][C:10]([N+:20]([O-:22])=[O:21])=[C:11]([N:14]4[CH2:19][CH2:18][N:17]([CH2:29][CH2:28][C:27]([O:31][CH3:32])=[O:30])[CH2:16][CH2:15]4)[CH:12]=3)[C:7](=[O:23])[C:6]([C:24]([OH:26])=[O:25])=[CH:5]2)[CH2:2][CH2:3]1. Procedure: 537 mg (0.0015) of 1-cyclopropyl-1,4-dihydro-6-nitro-4-oxo-7-(1-piperazinyl)-3-quinolinecarboxylic acid in a mixture of 7.5 ml of glycol monomethyl ether and 3 ml of dimethylsulphoxide are heated under reflux with 2 g of methyl acrylate for 8 hours. 10 ml of water are added to the solution and the precipitate is filtered off with suction, washed with methanol and dried. 0.5 g of 1-cyclopropyl-1,4-dihydro-7-[4-(2-methoxycarbonylethyl)-1-piperazinyl]-6-nitro-4-oxo-3-quinolinecarboxylic acid of dec... Run in COCCO (glycol monomethyl ether), CS(=O)C (dimethylsulphoxide). The reactants are O (Water), C(C)(C)(C)OC(=O)N[C@H]1CN(CCC1)C1=C(C=2N(C(NC(C2N1CC1=C(C=CC(=C1)F)Cl)=O)=O)C)C(=O)OC (methyl 6-{(3R)-3-[(tertbutoxycarbonyl)amino]piperidin-1-yl}-5-(2-chloro-5-fluorobenzyl)-1-methyl-2,4-dioxo-2,3,4,5-tetrahydro-1H-pyrrolo[3,2-d]pyrimidine-7-carboxylate), BrCC(=O)C1=CC=CC=C1 (α-bromoacetophenone), C([O-])([O-])=O.[K+].[K+] (potassium carbonate). Solvent: CN(C=O)C (N,N-dimethylformamide). Product: C(C)(C)(C)OC(=O)N[C@H]1CN(CCC1)C1=C(C=2N(C(N(C(C2N1CC1=C(C=CC(=C1)F)Cl)=O)CC(C1=CC=CC=C1)=O)=O)C)C(=O)OC (Methyl 6-{(3R)-3-[(tert-butoxycarbonyl)amino]piperidin-1-yl}-5-(2-chloro-5-fluorobenzyl)-1-methyl-2,4-dioxo-3-(2-oxo-2-phenylethyl)-2,3,4,5-tetrahydro-1H-pyrrolo[3,2-d]pyrimidine-7-carboxylate). Isolated yield 84.3%. As a reaction SMILES: [C:1]([O:5][C:6]([NH:8][C@@H:9]1[CH2:14][CH2:13][CH2:12][N:11]([C:15]2[N:23]([CH2:24][C:25]3[CH:30]=[C:29]([F:31])[CH:28]=[CH:27][C:26]=3[Cl:32])[C:22]3[C:21](=[O:33])[NH:20][C:19](=[O:34])[N:18]([CH3:35])[C:17]=3[C:16]=2[C:36]([O:38][CH3:39])=[O:37])[CH2:10]1)=[O:7])([CH3:4])([CH3:3])[CH3:2].Br[CH2:41][C:42]([C:44]1[CH:49]=[CH:48][CH:47]=[CH:46][CH:45]=1)=[O:43].C(=O)([O-])[O-].[K+].[K+].O>CN(C)C=O>[C:1]([O:5][C:6]([NH:8][C@@H:9]1[CH2:14][CH2:13][CH2:12][N:11]([C:15]2[N:23]([CH2:24][C:25]3[CH:30]=[C:29]([F:31])[CH:28]=[CH:27][C:26]=3[Cl:32])[C:22]3[C:21](=[O:33])[N:20]([CH2:41][C:42](=[O:43])[C:44]4[CH:49]=[CH:48][CH:47]=[CH:46][CH:45]=4)[C:19](=[O:34])[N:18]([CH3:35])[C:17]=3[C:16]=2[C:36]([O:38][CH3:39])=[O:37])[CH2:10]1)=[O:7])([CH3:4])([CH3:3])[CH3:2] |f:2.3.4|. Reported procedure: A solution of methyl 6-{(3R)-3-[(tertbutoxycarbonyl)amino]piperidin-1-yl}-5-(2-chloro-5-fluorobenzyl)-1-methyl-2,4-dioxo-2,3,4,5-tetrahydro-1H-pyrrolo[3,2-d]pyrimidine-7-carboxylate (50 mg), α-bromoacetophenone (27 mg) and potassium carbonate (25 mg) in N,N-dimethylformamide was stirred at 25° C. for 14 hours. Water was added to the reaction solution, followed by extraction with ethyl acetate. The organic layer was washed with water and a saturated aqueous sodium chloride solution, dried over an... Starting materials: CC(=O)O[BH-](OC(C)=O)OC(C)=O, CC(=O)O, CCOc1cc(N2CCNCC2)ccc1[N+](=O)[O-], CC(C)=O, ClCCl, [Na+], [Na+], O=C([O-])O. Yields the product CCOc1cc(N2CCN(C(C)C)CC2)ccc1[N+](=O)[O-]. Reaction SMILES: [C:23]([O:24][BH-:25]([O:26][C:27](=[O:28])[CH3:29])[O:30][C:31](=[O:32])[CH3:33])(=[O:34])[CH3:35].[C:37]([OH:38])(=[O:39])[CH3:40].[CH2:1]([CH3:2])[O:3][c:4]1[cH:5][c:6]([N:13]2[CH2:14][CH2:15][NH:16][CH2:17][CH2:18]2)[cH:7][cH:8][c:9]1[N+:10](=[O:11])[O-:12].[CH3:19][C:20]([CH3:21])=[O:22].[Cl:41][CH2:42][Cl:43].[Na+:36].[Na+:48].[O-:44][C:45]([OH:46])=[O:47]>>[CH2:1]([CH3:2])[O:3][c:4]1[cH:5][c:6]([N:13]2[CH2:14][CH2:15][N:16]([CH:20]([CH3:19])[CH3:21])[CH2:17][CH2:18]2)[cH:7][cH:8][c:9]1[N+:10](=[O:11])[O-:12].